From a dataset of the Open Reaction Database (ORD), a public repository of structured organic reaction records. describe an organic reaction: reactants, conditions, products, and yield Reactants: F[B-](F)(F)F, CC(C)(C)c1ccc(S(=O)(=O)N2Cc3ccc(C(F)(F)F)nc3Nc3ccc(Br)cc32)cc1, COC(=O)C(C)C, CC(C)(C)[PH+](C(C)(C)C)C(C)(C)C, Cc1ccccc1, C[Si](C)(C)[N-][Si](C)(C)C, [Li+]. Yields the product COC(=O)C(C)(C)c1ccc2c(c1)N(S(=O)(=O)c1ccc(C(C)(C)C)cc1)Cc1ccc(C(F)(F)F)nc1N2. As a reaction SMILES: [B-:51]([F:52])([F:53])([F:54])[F:55].[Br:18][c:19]1[cH:20][cH:21][c:22]2[c:23]([cH:50]1)[N:24]([S:37](=[O:38])(=[O:39])[c:40]1[cH:41][cH:42][c:43]([C:46]([CH3:47])([CH3:48])[CH3:49])[cH:44][cH:45]1)[CH2:25][c:26]1[c:27]([n:29][c:30]([C:33]([F:34])([F:35])[F:36])[cH:31][cH:32]1)[NH:28]2.[C:1]([CH:2]([CH3:3])[CH3:4])(=[O:5])[O:6][CH3:7].[C:56]([PH+:57]([C:58]([CH3:59])([CH3:60])[CH3:61])[C:62]([CH3:63])([CH3:64])[CH3:65])([CH3:66])([CH3:67])[CH3:68].[CH3:69][c:70]1[cH:71][cH:72][cH:73][cH:74][cH:75]1.[CH3:9][Si:10]([N-:11][Si:12]([CH3:13])([CH3:14])[CH3:15])([CH3:16])[CH3:17].[Li+:8]>>[C:1]([C:2]([CH3:3])([CH3:4])[c:19]1[cH:20][cH:21][c:22]2[c:23]([cH:50]1)[N:24]([S:37](=[O:38])(=[O:39])[c:40]1[cH:41][cH:42][c:43]([C:46]([CH3:47])([CH3:48])[CH3:49])[cH:44][cH:45]1)[CH2:25][c:26]1[c:27]([n:29][c:30]([C:33]([F:34])([F:35])[F:36])[cH:31][cH:32]1)[NH:28]2)(=[O:5])[O:6][CH3:7]. The reactants are C([O-])([O-])=O.[K+].[K+] (potassium carbonate), CN(C(CCl)=O)C (N,N-dimethyl-2-chloroacetamide), Cl.OCCN(C(=O)C1=CN2CCOC3=C(C2=N1)C=CC(=C3)C3CCNCC3)C(C)C (8-piperidin-4-yl-4,5-dihydro-6-oxa-1,3a-diaza-benzo[e]azulene-2-carboxylic acid (2-hydroxy-ethyl)-isopropyl-amide hydrochloride). Run in CN(C)C=O (DMF). Conditions: time 72 hour. Yields the product CN(C(CN1CCC(CC1)C1=CC2=C(C=3N(CCO2)C=C(N3)C(=O)N(C(C)C)CCO)C=C1)=O)C (9-(1-(2-(dimethylamino)-2-oxoethyl)piperidin-4-yl)-N-(2-hydroxyethyl)-N-isopropyl-5,6-dihydrobenzo[f]imidazo[1,2-d][1,4]oxazepine-2-carboxamide). The yield is 19.8%. RXN SMILES: Cl.[OH:2][CH2:3][CH2:4][N:5]([CH:28]([CH3:30])[CH3:29])[C:6]([C:8]1[N:17]=[C:16]2[N:10]([CH2:11][CH2:12][O:13][C:14]3[CH:21]=[C:20]([CH:22]4[CH2:27][CH2:26][NH:25][CH2:24][CH2:23]4)[CH:19]=[CH:18][C:15]=32)[CH:9]=1)=[O:7].C(=O)([O-])[O-].[K+].[K+].[CH3:37][N:38]([CH3:43])[C:39](=[O:42])[CH2:40]Cl>CN(C=O)C>[CH3:37][N:38]([CH3:43])[C:39](=[O:42])[CH2:40][N:25]1[CH2:26][CH2:27][CH:22]([C:20]2[CH:19]=[CH:18][C:15]3[C:16]4[N:10]([CH:9]=[C:8]([C:6]([N:5]([CH2:4][CH2:3][OH:2])[CH:28]([CH3:30])[CH3:29])=[O:7])[N:17]=4)[CH2:11][CH2:12][O:13][C:14]=3[CH:21]=2)[CH2:23][CH2:24]1 |f:0.1,2.3.4|. Procedure: To a stirred mixture of 8-piperidin-4-yl-4,5-dihydro-6-oxa-1,3a-diaza-benzo[e]azulene-2-carboxylic acid (2-hydroxy-ethyl)-isopropyl-amide hydrochloride (127 mg, 0.23 mmol) in DMF (2 mL) was added potassium carbonate (127 mg, 0.92 mmol), N,N-dimethyl-2-chloroacetamide (36 mg, 0.3 mmol) and KI (catalytic) and stirring continued at RT for 72 h before concentrating in vacuo. The resultant residue was diluted with ethyl acetate and washed with water followed by brine, then dried (Na2SO4), filtered an... Reactants: Cc1ccccc1, CC(=O)c1cccnc1Cl, O, OCCO, Cc1ccc(S(=O)(=O)O)cc1. Product: CC1(c2cccnc2Cl)OCCO1. As a reaction SMILES: [CH3:27][c:28]1[cH:29][cH:30][cH:31][cH:32][cH:33]1.[Cl:1][c:2]1[n:3][cH:4][cH:5][cH:6][c:7]1[C:8]([CH3:9])=[O:10].[OH2:15].[OH:11][CH2:12][CH2:13][OH:14].[c:16]1([CH3:17])[cH:18][cH:19][c:20]([S:21]([OH:22])(=[O:23])=[O:24])[cH:25][cH:26]1>>[Cl:1][c:2]1[n:3][cH:4][cH:5][cH:6][c:7]1[C:8]1([CH3:9])[O:10][CH2:13][CH2:12][O:11]1. Starting materials: NC[C@@H]1[C@H]2C[C@H]2CN1C(=O)C=1N=C(SC1C=1C=C(C=CC1)C)C (((1S,2S,5R)-2-Aminomethyl-3-aza-bicyclo[3.1.0]hex-3-yl)-(2-methyl-5-m-tolyl-thiazol-4-yl)-methanone), CC=1N2C(SC1C(=O)O)=NC=C2 (3-Methyl-imidazo[2,1-b]thiazole-2-carboxylic acid). The product is CC=1SC(=C(N1)C(=O)N1[C@@H]([C@H]2C[C@H]2C1)CNC(=O)C1=C(N2C(S1)=NC=C2)C)C=2C=C(C=CC2)C (3-Methyl-imidazo[2,1-b]thiazole-2-carboxylic Acid[(1S,2S,5R)-3-(2-methyl-5-m-tolyl-thiazole-4-carbonyl)-3-aza-bicyclo[3.1.0]hex-2-ylmethyl]-amide). As a reaction SMILES: [NH2:1][CH2:2][C@H:3]1[N:8]([C:9]([C:11]2[N:12]=[C:13]([CH3:23])[S:14][C:15]=2[C:16]2[CH:17]=[C:18]([CH3:22])[CH:19]=[CH:20][CH:21]=2)=[O:10])[CH2:7][C@H:6]2[C@@H:4]1[CH2:5]2.[CH3:24][C:25]1[N:26]2[CH:35]=[CH:34][N:33]=[C:27]2[S:28][C:29]=1[C:30](O)=[O:31]>>[CH3:23][C:13]1[S:14][C:15]([C:16]2[CH:17]=[C:18]([CH3:22])[CH:19]=[CH:20][CH:21]=2)=[C:11]([C:9]([N:8]2[CH2:7][C@H:6]3[C@H:4]([CH2:5]3)[C@H:3]2[CH2:2][NH:1][C:30]([C:29]2[S:28][C:27]3=[N:33][CH:34]=[CH:35][N:26]3[C:25]=2[CH3:24])=[O:31])=[O:10])[N:12]=1. Reported procedure: prepared by reaction of ((1S,2S,5R)-2-Aminomethyl-3-aza-bicyclo[3.1.0]hex-3-yl)-(2-methyl-5-m-tolyl-thiazol-4-yl)-methanone with 3-Methyl-imidazo[2,1-b]thiazole-2-carboxylic acid. LC-MS (basic): tR=0.82 min; [M+H]+=492.3. Reactants: COC1=CC=C(C=C1)N1CCNCC1 (1-(4-methoxyphenyl)piperazine), ClC1=CC=C(C=C1)[N+](=O)[O-] (1-chloro-4-nitrobenzene), C([O-])([O-])=O.[K+].[K+] (potassium carbonate). Solvent: CN(C=O)C (N,N-dimethylform-amide), O (water). Yields the product COC1=CC=C(C=C1)N1CCN(CC1)C1=CC=C(C=C1)[N+](=O)[O-] (1-(4-methoxyphenyl)-4-(4-nitrophenyl)-piperazine). Yield: 67.0%. As a reaction SMILES: [CH3:1][O:2][C:3]1[CH:8]=[CH:7][C:6]([N:9]2[CH2:14][CH2:13][NH:12][CH2:11][CH2:10]2)=[CH:5][CH:4]=1.Cl[C:16]1[CH:21]=[CH:20][C:19]([N+:22]([O-:24])=[O:23])=[CH:18][CH:17]=1.C(=O)([O-])[O-].[K+].[K+]>CN(C)C=O.O>[CH3:1][O:2][C:3]1[CH:4]=[CH:5][C:6]([N:9]2[CH2:14][CH2:13][N:12]([C:16]3[CH:21]=[CH:20][C:19]([N+:22]([O-:24])=[O:23])=[CH:18][CH:17]=3)[CH2:11][CH2:10]2)=[CH:7][CH:8]=1 |f:2.3.4|. Procedure: A mixture of 1-(4-methoxyphenyl)piperazine dihyclrochloride (0.050 mol), 1-chloro-4-nitrobenzene (0.050 mol) and potassium carbonate (10.0 g) in N,N-dimethylform-amide (100 ml) was stirred and refluxed overnight. The reaction mixture was diluted with water and extracted twice with trichloromethane. The organic layers were combined, dried (MgSO4), filtered and evaporated in vacuum. The residue was successively triturated in 4-methyl-2-pentanone and recrystallized from 1,4-dioxane. The product was... RXN SMILES: [C:1]([C:4]1[CH:9]=[CH:8][CH:7]=[CH:6][CH:5]=1)(=O)[CH3:2].[Li+].C[Si]([N-][Si](C)(C)C)(C)C.[C:20](Cl)(=O)[CH2:21][CH3:22].O.[NH2:26][NH2:27].[OH-].[Na+]>C1(C)C=CC=CC=1.CCO.CC(O)=O>[CH2:21]([C:20]1[NH:27][N:26]=[C:1]([C:4]2[CH:9]=[CH:8][CH:7]=[CH:6][CH:5]=2)[CH:2]=1)[CH3:22] |f:1.2,4.5,6.7|. Procedure: To a solution of acetophenone (10 g, 83 mmol) in anhydrous toluene (10 mL) added LiHMDS (85.0 mL, 1.0 M in THF, 85.0 mmol) via syringe at 0° C. under argon. After 5 min, propionyl chloride (7.70 g, 83 mmol) was added in one portion via syringe. The ice bath was removed after 10 min and AcOH (2 mL), EtOH (50 mL), and hydrazine hydrate (8.35 g, 116 mmol) were added. The mixture was refluxed for 2 h. The resulting solution was added to 1.0 M NaOH solution, extracted with EtOAc, washed with brine, d... Run in CCO (EtOH), CC(=O)O (AcOH), C1(=CC=CC=C1)C (toluene). Conditions: time 5 minute. Yields the product C(C)C1=CC(=NN1)C1=CC=CC=C1 (5-Ethyl-3-phenyl-1H-pyrazole), liquid. The reactants are C(CC)(=O)Cl (propionyl chloride), O.NN (hydrazine hydrate), C(C)(=O)C1=CC=CC=C1 (acetophenone), [Li+].C[Si](C)(C)[N-][Si](C)(C)C (LiHMDS), [OH-].[Na+] (NaOH). The reactants are CO, [Na+], [OH-], CCOC(=O)c1cnc2cc(C(F)(F)F)ccc2c1O. Yields the product O=C(O)c1cnc2cc(C(F)(F)F)ccc2c1O. Reaction SMILES: [CH3:23][OH:24].[Na+:22].[OH-:21].[OH:1][c:2]1[c:3]([C:16](=[O:17])[O:18][CH2:19][CH3:20])[cH:4][n:5][c:6]2[cH:7][c:8]([C:12]([F:13])([F:14])[F:15])[cH:9][cH:10][c:11]12>>[OH:1][c:2]1[c:3]([C:16](=[O:17])[OH:18])[cH:4][n:5][c:6]2[cH:7][c:8]([C:12]([F:13])([F:14])[F:15])[cH:9][cH:10][c:11]12. Starting materials: COC=1C=C(C=CC1)C(CC1CCNCC1)(O)C1=CC(=CC=C1)OC (alpha,alpha-bis(3-methoxyphenyl)-4-piperidine-ethanol). Solvent: FC(C(=O)O)(F)F (trifluoroacetic acid). Yields the product COC=1C=C(C=CC1)C(=CC1CCNCC1)C1=CC(=CC=C1)OC (4-[2,2-bis(3-methoxyphenyl)ethenyl]piperidine). Yield: 90.1%. Reaction SMILES: [CH3:1][O:2][C:3]1[CH:4]=[C:5]([C:9]([C:18]2[CH:23]=[CH:22][CH:21]=[C:20]([O:24][CH3:25])[CH:19]=2)(O)[CH2:10][CH:11]2[CH2:16][CH2:15][NH:14][CH2:13][CH2:12]2)[CH:6]=[CH:7][CH:8]=1>FC(F)(F)C(O)=O>[CH3:25][O:24][C:20]1[CH:19]=[C:18]([C:9]([C:5]2[CH:6]=[CH:7][CH:8]=[C:3]([O:2][CH3:1])[CH:4]=2)=[CH:10][CH:11]2[CH2:16][CH2:15][NH:14][CH2:13][CH2:12]2)[CH:23]=[CH:22][CH:21]=1. Procedure: A solution of alpha,alpha-bis(3-methoxyphenyl)-4-piperidine-ethanol (15 g) in trifluoroacetic acid (30 ml) was stirred at ambient temperature for one hour, then the solvent was removed in vacuo. The residue was partitioned between toluene (50 ml) and 1N sodium hydroxide (100 ml), and the separated aqueous layer was reextracted with toluene (20 ml). The combined toluene extracts were washed with 1N sodium hydroxide solution, then were dried over potassium carbonate and evaporated to give 12.8 g o... Solvent: C(C)O (ethanol). Starting materials: [N+](=O)([O-])C1=C(C=C(C=C1)N1CCCC1)N1CCNCC1 (1-nitro-2-piperazinyl-4-pyrrolidinylbenzene), Cl (hydrochloric acid), [H][H] (hydrogen). The reagents and catalysts are [Pd] (palladium on carbon). Product: NC1=C(C=C(C=C1)N1CCCC1)N1CCNCC1 (4-[2-Amino-5-(1-pyrrolidinyl)phenyl]piperazine). Procedure: A mixture of 1-nitro-2-piperazinyl-4-pyrrolidinylbenzene (4.57 g), ethanol (110 ml), hydrochloric acid (1.2N, 6 ml) and palladium on carbon (10%, 1 g) is exposed to hydrogen 51 psi at 20°-25° in a Parr flask. After 16 h (49 psi total uptake) the mixture is filtered. Basic workup (chloroform, potassium carbonate) and column chromatography silica gel (50 g) eluting with chloroform/methanol (4/1) gives the title compound as an oil, IR (nujol) 3315, 2947, 2816, 1512, 1258, 1001 and 753 cm-1 ; NMR (C... As a reaction SMILES: [N+:1]([C:4]1[CH:9]=[CH:8][C:7]([N:10]2[CH2:14][CH2:13][CH2:12][CH2:11]2)=[CH:6][C:5]=1[N:15]1[CH2:20][CH2:19][NH:18][CH2:17][CH2:16]1)([O-])=O.Cl.[H][H]>[Pd].C(O)C>[NH2:1][C:4]1[CH:9]=[CH:8][C:7]([N:10]2[CH2:14][CH2:13][CH2:12][CH2:11]2)=[CH:6][C:5]=1[N:15]1[CH2:16][CH2:17][NH:18][CH2:19][CH2:20]1.